Dataset: the Open Reaction Database (ORD), a public repository of structured organic reaction records. Task: describe an organic reaction: reactants, conditions, products, and yield The reactants are CCOC(=O)C(C)Oc1cc(N2C(=O)C3=C(CCCC3)C2=O)ccc1Br, CO, [Na+], [OH-]. Product: CC(Oc1cc(N2C(=O)C3=C(CCCC3)C2=O)ccc1Br)C(=O)O. Reaction SMILES: [Br:1][c:2]1[c:3]([O:19][CH:20]([CH3:21])[C:22](=[O:23])[O:24][CH2:25][CH3:26])[cH:4][c:5]([N:8]2[C:9](=[O:18])[C:10]3=[C:11]([C:12]2=[O:13])[CH2:14][CH2:15][CH2:16][CH2:17]3)[cH:6][cH:7]1.[CH3:29][OH:30].[Na+:28].[OH-:27]>>[Br:1][c:2]1[c:3]([O:19][CH:20]([CH3:21])[C:22](=[O:23])[OH:24])[cH:4][c:5]([N:8]2[C:9](=[O:18])[C:10]3=[C:11]([C:12]2=[O:13])[CH2:14][CH2:15][CH2:16][CH2:17]3)[cH:6][cH:7]1. Starting materials: C(C1=CC=CC=C1)N1CC(CC1)(O)CNCC (1-benzyl-3-ethylaminomethyl-3-hydroxy-pyrrolidine), C=O (formaldehyde). Run in C(=O)O (formic acid). Reaction conditions: temperature 80 celsius, time 4 hour. The product is C(C1=CC=CC=C1)N1CC(CC1)(O)CN(C)CC (1-benzyl-3-(N-ethyl-N-methyl-aminomethyl)-3-hydroxy-pyrrolidine). As a reaction SMILES: [CH2:1]([N:8]1[CH2:12][CH2:11][C:10]([CH2:14][NH:15][CH2:16][CH3:17])([OH:13])[CH2:9]1)[C:2]1[CH:7]=[CH:6][CH:5]=[CH:4][CH:3]=1.[CH2:18]=O>C(O)=O>[CH2:1]([N:8]1[CH2:12][CH2:11][C:10]([CH2:14][N:15]([CH2:16][CH3:17])[CH3:18])([OH:13])[CH2:9]1)[C:2]1[CH:3]=[CH:4][CH:5]=[CH:6][CH:7]=1. Reported procedure: 21.8 g (93 mmol) 1-benzyl-3-ethylaminomethyl-3-hydroxy-pyrrolidine (according to example Ca) are dissolved in a mixture of 9.5 g formic acid and 8.5 g 37% proof aqueous formaldehyde solution. The mixture is stirred at 80° C. for 4 hours. The solvents are removed in vacuo, the residue is taken up in water, and the pH is adjusted alkaline with potassium carbonate. The reaction mixture is then extracted with chloroforme, and the organic phase is dried with potassium carbonate. After filtration the ... The reactants are C([O-])([O-])=O.[Na+].[Na+] (sodium carbonate), BrC1=NN2C(N=C(C(=C2)C2=CC=CC=C2)Cl)=N1 (2-bromo-5-chloro-6-phenyl[1,2,4]triazolo[1,5-a]pyrimidine), C(=O)C1=CC=C(C=C1)B(O)O (4-formylphenylboronic acid). Reagents/catalysts: C1=CC=C(C=C1)P([C-]2C=CC=C2)C3=CC=CC=C3.C1=CC=C(C=C1)P([C-]2C=CC=C2)C3=CC=CC=C3.Cl[Pd]Cl.[Fe+2] (dichloro[1,1′-bis(diphenylphosphino)ferrocene]palladium). Run in O (water), ClCCl (dichloromethane), COCCOC (1,2-dimethoxyethane). Reaction conditions: temperature 100 celsius. Yields the product BrC1=NN2C(N=C(C(=C2)C2=CC=CC=C2)C2=CC=C(C=O)C=C2)=N1 (4-(2-Bromo-6-phenyl[1,2,4]triazolo[1,5-a]pyrimidin-5-yl)benzaldehyde). Reaction SMILES: [Br:1][C:2]1[N:17]=[C:5]2[N:6]=[C:7](Cl)[C:8]([C:10]3[CH:15]=[CH:14][CH:13]=[CH:12][CH:11]=3)=[CH:9][N:4]2[N:3]=1.[CH:18]([C:20]1[CH:25]=[CH:24][C:23](B(O)O)=[CH:22][CH:21]=1)=[O:19].C(=O)([O-])[O-].[Na+].[Na+]>COCCOC.O.ClCCl.C1C=CC(P(C2C=CC=CC=2)[C-]2C=CC=C2)=CC=1.C1C=CC(P(C2C=CC=CC=2)[C-]2C=CC=C2)=CC=1.Cl[Pd]Cl.[Fe+2]>[Br:1][C:2]1[N:17]=[C:5]2[N:6]=[C:7]([C:23]3[CH:24]=[CH:25][C:20]([CH:18]=[O:19])=[CH:21][CH:22]=3)[C:8]([C:10]3[CH:15]=[CH:14][CH:13]=[CH:12][CH:11]=3)=[CH:9][N:4]2[N:3]=1 |f:2.3.4,8.9.10.11|. Reported procedure: To a mixture of 1.0 g 2-bromo-5-chloro-6-phenyl[1,2,4]triazolo[1,5-a]pyrimidine and 0.48 g 4-formylphenylboronic acid in 10 ml 1,2-dimethoxyethane are added 6.2 ml of a 10% w/w sodium carbonate solution and 118 mg dichloro[1,1′-bis(diphenylphosphino)ferrocene]palladium (II) and the resulting mixture is heated to 100° C. by microwave irradiation under a inert gas atmosphere for 50 min. The work up is performed by diluting the reaction mixture with water and dichloromethane, separating the phases ...